Dataset: the Open Reaction Database (ORD), a public repository of structured organic reaction records. Task: describe an organic reaction: reactants, conditions, products, and yield The reactants are N#Cc1cc(Br)ccc1F, O=C([O-])[O-], Cc1c[nH]cn1, [K+], [K+], CN(C)C=O. The product is Cc1cncn1-c1ccc(Br)cc1C#N. RXN SMILES: [Br:7][c:8]1[cH:9][cH:10][c:11]([F:16])[c:12]([C:13]#[N:14])[cH:15]1.[C:1](=[O:2])([O-:3])[O-:4].[CH3:17][c:18]1[n:19][cH:20][nH:21][cH:22]1.[K+:5].[K+:6].[O:23]=[CH:24][N:25]([CH3:26])[CH3:27]>>[Br:7][c:8]1[cH:9][cH:10][c:11](-[n:19]2[c:18]([CH3:17])[cH:22][n:21][cH:20]2)[c:12]([C:13]#[N:14])[cH:15]1.